The task is: describe an organic reaction: reactants, conditions, products, and yield. This data is from the Open Reaction Database (ORD), a public repository of structured organic reaction records. The reactants are OC1CCN(Cc2ccccc2)C1, CCOC(=O)c1cc2cc(O)ccc2[nH]1, CCCCP(CCCC)CCCC, O=C(N=NC(=O)N1CCCCC1)N1CCCCC1. The product is CCOC(=O)c1cc2cc(OC3CCN(Cc4ccccc4)C3)ccc2[nH]1. As a reaction SMILES: [CH2:16]([c:17]1[cH:18][cH:19][cH:20][cH:21][cH:22]1)[N:23]1[CH2:24][CH:25]([OH:28])[CH2:26][CH2:27]1.[CH2:1]([CH3:2])[O:3][C:4](=[O:5])[c:6]1[nH:7][c:8]2[cH:9][cH:10][c:11]([OH:15])[cH:12][c:13]2[cH:14]1.[CH2:29]([P:30]([CH2:31][CH2:32][CH2:33][CH3:34])[CH2:35][CH2:36][CH2:37][CH3:38])[CH2:39][CH2:40][CH3:41].[N:42]([C:43]([N:44]1[CH2:45][CH2:46][CH2:47][CH2:48][CH2:49]1)=[O:50])=[N:51][C:52]([N:53]1[CH2:54][CH2:55][CH2:56][CH2:57][CH2:58]1)=[O:59]>>[CH2:1]([CH3:2])[O:3][C:4](=[O:5])[c:6]1[nH:7][c:8]2[cH:9][cH:10][c:11]([O:15][CH:25]3[CH2:24][N:23]([CH2:16][c:17]4[cH:18][cH:19][cH:20][cH:21][cH:22]4)[CH2:27][CH2:26]3)[cH:12][c:13]2[cH:14]1. The reactants are CC(C)CN=C=S, Cl, Nc1cc(Cl)sc1S(N)(=O)=O. Product: CC(C)CNC1=NS(=O)(=O)c2sc(Cl)cc2N1. Reaction SMILES: [CH2:13]([CH:14]([CH3:15])[CH3:16])[N:17]=[C:18]=[S:19].[ClH:1].[NH2:2][c:3]1[c:4]([S:9](=[O:10])(=[O:11])[NH2:12])[s:5][c:6]([Cl:8])[cH:7]1>>[NH:2]1[c:3]2[c:4]([s:5][c:6]([Cl:8])[cH:7]2)[S:9](=[O:10])(=[O:11])[N:12]=[C:18]1[NH:17][CH2:13][CH:14]([CH3:15])[CH3:16].